From a dataset of the Open Reaction Database (ORD), a public repository of structured organic reaction records. describe an organic reaction: reactants, conditions, products, and yield Reactants: BrC=1SC(=CN1)Br (2,5-dibromothiazole), Cl (hydrochloric acid), [H-].[Na+] (sodium hydride), [N+](#[C-])CC(=O)OCC (Ethyl isocyanoacetate), salt. The solvent is CN(C=O)C (N,N-dimethylformamide), [Cl-].[Na+].O (brine), CN(C=O)C (N,N-dimethylformamide), O (Water). Conditions: temperature 1 celsius, time 2 hour. Product: BrC1=CN2C(S1)=C(N=C2)C(=O)OCC (ethyl 2-bromoimidazo[5,1-b]thiazole-7-carboxylate). Isolated yield 91.8%. Reaction SMILES: [H-].[Na+].[N+:3]([CH2:5][C:6]([O:8][CH2:9][CH3:10])=[O:7])#[C-:4].Br[C:12]1[S:13][C:14]([Br:17])=[CH:15][N:16]=1.Cl>CN(C)C=O.[Cl-].[Na+].O.O>[Br:17][C:14]1[S:13][C:12]2=[C:5]([C:6]([O:8][CH2:9][CH3:10])=[O:7])[N:3]=[CH:4][N:16]2[CH:15]=1 |f:0.1,6.7.8|. Reported procedure: A suspension of sodium hydride (60% in mineral oil, 13.6 g, 368 mmol) in N,N-dimethylformamide (160 ml) was cooled to −10° C. or below under a nitrogen atmosphere. Ethyl isocyanoacetate (36.2 g, 320 mmol) was gradually added dropwise to the cooled suspension, and the mixture was stirred at −3 to 5° C. for 2 hr. This solution was cooled to −20° C. or below and was added dropwise to a solution of 2,5-dibromothiazole (38.8 g, 160 mmol) in N,N-dimethylformamide over a period of about 20 min, and the... Reactants: BrC=1C=C2C(=NC1)NC=C2 (5-Bromo-1H-pyrrolo[2,3-b]pyridine), ClC1=CC(=CC=C1)C(=O)OO (3-Chloroperbenzoic acid), CCOCC (ether). Solvent: CN1CCCC1=O (NMP), CN1CCCC1=O (NMP). The product is ClC=1C=C(C(=O)[O-])C=CC1.BrC=1C=C2C(=[N+](C1)O)NC=C2 (5-Bromo-7-hydroxy-1H-pyrrolo[2,3-b]pyridin-7-ium 3-chlorobenzoate). RXN SMILES: [Br:1][C:2]1[CH:3]=[C:4]2[CH:10]=[CH:9][NH:8][C:5]2=[N:6][CH:7]=1.[Cl:11][C:12]1[CH:17]=[CH:16][CH:15]=[C:14]([C:18]([O:20]O)=[O:19])[CH:13]=1.CC[O:24]CC>CN1C(=O)CCC1>[Cl:11][C:12]1[CH:13]=[C:14]([CH:15]=[CH:16][CH:17]=1)[C:18]([O-:20])=[O:19].[Br:1][C:2]1[CH:3]=[C:4]2[CH:10]=[CH:9][NH:8][C:5]2=[N+:6]([OH:24])[CH:7]=1 |f:4.5|. Procedure: 5-Bromo-1H-pyrrolo[2,3-b]pyridine (20 g, 0.1 mol) was suspended in 300 mL of NMP. A solution of 3-Chloroperbenzoic acid (40 g, 0.16 mol) in 100 mL NMP was added dropwise over 30 min. The solution was stirred at 23° C. for 1 h after which 600 mL of ether were added. The grey precipitate was filtered off and washed with ether to yield 18 g of 5-Bromo-7-hydroxy-1H-pyrrolo[2,3-b]pyridin-7-ium 3-chlorobenzoate. The filtrate was stirred with 250 mL saturated sodium bicarbonate solution and 250 mL wate...